From a dataset of the Open Reaction Database (ORD), a public repository of structured organic reaction records. describe an organic reaction: reactants, conditions, products, and yield Reactants: OC1(C2=C(C=CC3=C1C=CC=C3)C=CC=C2)CC#N (5-hydroxy-5-cyanomethyl-5H-dibenzo-[a,d]-cycloheptene), Cl (hydrogen chloride). Run in C(C)(C)O (isopropanol). Reaction conditions: time 1 hour. The product is C(#N)C=C1C2=C(C=CC3=C1C=CC=C3)C=CC=C2 (5-cyanomethylene-5H-dibenzo-[a,d]-cycloheptene). As a reaction SMILES: O[C:2]1([CH2:17][C:18]#[N:19])[C:8]2[CH:9]=[CH:10][CH:11]=[CH:12][C:7]=2[CH:6]=[CH:5][C:4]2[CH:13]=[CH:14][CH:15]=[CH:16][C:3]1=2.Cl>C(O)(C)C>[C:18]([CH:17]=[C:2]1[C:3]2[CH:16]=[CH:15][CH:14]=[CH:13][C:4]=2[CH:5]=[CH:6][C:7]2[CH:12]=[CH:11][CH:10]=[CH:9][C:8]1=2)#[N:19]. Reported procedure: 10 g. 5-hydroxy-5-cyanomethyl-5H-dibenzo-[a,d]-cycloheptene (0.0405 mol), prepared according to A, are heated to boiling for 1 hour in 150 ml. isopropanol saturated with hydrogen chloride. Subsequently, one evaporates the reaction mixture (residue 9.0 g., m.p. 137° - 138° ) and recrystallises the product from a petroleum fraction boiling at 100° - 140°. The analytically pure crystals melt at 143° - 144°, the yield amounts to 7.2 g. (79% of theory). Starting materials: CN1C(NC(C2=CC=CC=C12)=O)=O (1-methylquinazoline-2,4(1H,3H)-dione), C(C=C)Br (allyl bromide). Yields the product C(C=C)N1C(N(C2=CC=CC=C2C1=O)C)=O (3-allyl-1-methyl-1H-quinazoline-2,4-dione). The yield is 58.0%. RXN SMILES: [CH3:1][N:2]1[C:11]2[C:6](=[CH:7][CH:8]=[CH:9][CH:10]=2)[C:5](=[O:12])[NH:4][C:3]1=[O:13].[CH2:14](Br)[CH:15]=[CH2:16]>>[CH2:16]([N:4]1[C:5](=[O:12])[C:6]2[C:11](=[CH:10][CH:9]=[CH:8][CH:7]=2)[N:2]([CH3:1])[C:3]1=[O:13])[CH:15]=[CH2:14]. Procedure details: Starting from 1-methylquinazoline-2,4(1H,3H)-dione and allyl bromide and using Procedure E, the title intermediate was obtained as a colourless solid (0.125 g; 58% yield). Starting materials: BrC(Br)(Br)Br, ClCCl, c1ccc(P(c2ccccc2)c2ccccc2)cc1, OCCCC#CCOCCCc1ccccn1. Product: BrCCCC#CCOCCCc1ccccn1. As a reaction SMILES: [C:37]([Br:38])([Br:39])([Br:40])[Br:41].[Cl:42][CH2:43][Cl:44].[c:1]1([P:2]([c:3]2[cH:4][cH:5][cH:6][cH:7][cH:8]2)[c:9]2[cH:10][cH:11][cH:12][cH:13][cH:14]2)[cH:15][cH:16][cH:17][cH:18][cH:19]1.[n:20]1[c:21]([CH2:26][CH2:27][CH2:28][O:29][CH2:30][C:31]#[C:32][CH2:33][CH2:34][CH2:35][OH:36])[cH:22][cH:23][cH:24][cH:25]1>>[n:20]1[c:21]([CH2:26][CH2:27][CH2:28][O:29][CH2:30][C:31]#[C:32][CH2:33][CH2:34][CH2:35][Br:38])[cH:22][cH:23][cH:24][cH:25]1. Starting materials: N1CCNCCNCCNCC1 (1,4,7,10-tetraazacyclododecane), C1=CC=CC=C1 (benzene). Product: CCCCCCCCCCCCC (tridecane). As a reaction SMILES: N1[CH2:12][CH2:11]NCCNCCNCC1.[CH:13]1[CH:18]=[CH:17][CH:16]=[CH:15][CH:14]=1>>[CH3:15][CH2:14][CH2:13][CH2:18][CH2:17][CH2:13][CH2:18][CH2:17][CH2:16][CH2:15][CH2:14][CH2:11][CH3:12]. Reported procedure: reacting 1,4,7,10-tetraazacyclododecane with dimethylformamidedimethylacatal in the presence of benzene to yield 1,4,7,10 tetraazatricyclo(5.5.1.0)tridecane. Yields the product CCc1cc2c(c(Sc3ccccc3)cc(=O)n2Cc2ccc(C(=O)O)cc2)c(CC)n1. The reactants are CCc1cc2c(c(Sc3ccccc3)cc(=O)n2Cc2ccc(C(=O)OC)cc2)c(CC)n1, Cl, C1COCCO1, O. As a reaction SMILES: [CH2:1]([CH3:2])[c:3]1[c:4]2[c:5]([S:27][c:28]3[cH:29][cH:30][cH:31][cH:32][cH:33]3)[cH:6][c:7](=[O:26])[n:8]([CH2:15][c:16]3[cH:17][cH:18][c:19]([C:20](=[O:21])[O:22][CH3:23])[cH:24][cH:25]3)[c:9]2[cH:10][c:11]([CH2:13][CH3:14])[n:12]1.[ClH:41].[O:34]1[CH2:35][CH2:36][O:37][CH2:38][CH2:39]1.[OH2:40]>>[CH2:1]([CH3:2])[c:3]1[c:4]2[c:5]([S:27][c:28]3[cH:29][cH:30][cH:31][cH:32][cH:33]3)[cH:6][c:7](=[O:26])[n:8]([CH2:15][c:16]3[cH:17][cH:18][c:19]([C:20](=[O:21])[OH:22])[cH:24][cH:25]3)[c:9]2[cH:10][c:11]([CH2:13][CH3:14])[n:12]1.